Dataset: the Open Reaction Database (ORD), a public repository of structured organic reaction records. Task: describe an organic reaction: reactants, conditions, products, and yield Reaction SMILES: [C:26](=[O:27])([O-:28])[O-:29].[CH:32]([N:33]([CH3:34])[CH3:35])=[O:36].[Cl:17][c:18]1[cH:19][cH:20][c:21]([CH2:22][OH:23])[cH:24][cH:25]1.[Cl:1][c:2]1[n:3][c:4]2[c:5]([N+:14](=[O:15])[O-:16])[cH:6][c:7]([O:12][CH3:13])[cH:8][c:9]2[cH:10][cH:11]1.[K+:30].[K+:31].[OH2:37]>>[c:2]1([O:23][CH2:22][c:21]2[cH:20][cH:19][c:18]([Cl:17])[cH:25][cH:24]2)[n:3][c:4]2[c:5]([N+:14](=[O:15])[O-:16])[cH:6][c:7]([O:12][CH3:13])[cH:8][c:9]2[cH:10][cH:11]1. Starting materials: O=C([O-])[O-], CN(C)C=O, OCc1ccc(Cl)cc1, COc1cc([N+](=O)[O-])c2nc(Cl)ccc2c1, [K+], [K+], O. Yields the product COc1cc([N+](=O)[O-])c2nc(OCc3ccc(Cl)cc3)ccc2c1. Reaction SMILES: [NH2:1][OH:2].[O:3]1[CH2:8][CH2:7][N:6]([CH2:9][CH2:10][N:11]2[CH:16]3[CH2:17][CH2:18][CH:12]2[CH2:13][C:14](=O)[CH2:15]3)[CH2:5][CH2:4]1>C(O)C>[O:3]1[CH2:8][CH2:7][N:6]([CH2:9][CH2:10][N:11]2[CH:16]3[CH2:17][CH2:18][CH:12]2[CH2:13][C:14](=[N:1][OH:2])[CH2:15]3)[CH2:5][CH2:4]1. Starting materials: NO (hydroxylamine), O1CCN(CC1)CCN1C2CC(CC1CC2)=O (8-(2-morpholinoethyl)-8-azabicyclo[3.2.1]octan-3-one). Procedure details: After 22.2 ml of 50% hydroxylamine aqueous solution was added to a solution of 40.0 g of 8-(2-morpholinoethyl)-8-azabicyclo[3.2.1]octan-3-one in 200 ml of ethanol, the mixture was stirred at room temperature for an hour. The solvent was distilled off and toluene was added followed by azeotropic distillation. After the solvent was distilled off, the residue was purified by silica gel column chromatography (chloroform:NH3 -saturated methanol=20:1) to give 32.8 g of 8-(2-morpholinoethyl)-8-azabicyc... The solvent is C(C)O (ethanol). Product: O1CCN(CC1)CCN1C2CC(CC1CC2)=NO (8-(2-morpholinoethyl)-8-azabicyclo[3.2.1]octan-3-one oxime). Reactants: ClC1=C(OCC(=O)O)C=CC(=C1)C(F)(F)F ((2-chloro-4-trifluoromethyl-phenoxy)-acetic acid), ClC=1C=C(C=CC1CCN1CCC(CC1)C)N (3-chloro-4-[2-(4-methyl-piperidin-1-yl )-ethyl]-phenylamine). Yields the product ClC=1C=C(C=CC1CCN1CCC(CC1)C)NC(COC1=C(C=C(C=C1)C(F)(F)F)Cl)=O (N-{3-chloro-4-[2-(4-methyl-piperidin-1-yl )-ethyl]-phenyl}-2-(2-chloro-4-trifluoromethyl-phenoxy)-acetamide). RXN SMILES: [Cl:1][C:2]1[CH:12]=[C:11]([C:13]([F:16])([F:15])[F:14])[CH:10]=[CH:9][C:3]=1[O:4][CH2:5][C:6]([OH:8])=O.[Cl:17][C:18]1[CH:19]=[C:20]([NH2:33])[CH:21]=[CH:22][C:23]=1[CH2:24][CH2:25][N:26]1[CH2:31][CH2:30][CH:29]([CH3:32])[CH2:28][CH2:27]1>>[Cl:17][C:18]1[CH:19]=[C:20]([NH:33][C:6](=[O:8])[CH2:5][O:4][C:3]2[CH:9]=[CH:10][C:11]([C:13]([F:16])([F:15])[F:14])=[CH:12][C:2]=2[Cl:1])[CH:21]=[CH:22][C:23]=1[CH2:24][CH2:25][N:26]1[CH2:27][CH2:28][CH:29]([CH3:32])[CH2:30][CH2:31]1. Reported procedure: Prepared analogously to Example 143 starting from (2-chloro-4-trifluoromethyl-phenoxy)-acetic acid (Z2b) and 3-chloro-4-[2-(4-methyl-piperidin-1-yl )-ethyl]-phenylamine (Z46c). The reaction mixture was poured onto ice water and the aqueous phase was extracted with EtOAc. The org. phase was dried over sodium sulphate and evaporated down i. vac. The residue was purified by column chromatography (Alox, neutral, act. II-III, gradient petroleum ether/EtOAc 3:1→1:1). Reported procedure: A solution of 2-(4-aminophenyl)-N-(isobutoxycarbonyl)-N-(3-methoxy-5-methylpyrazin-2-yl)pyridine-3-sulphonamide (0.17 g) in acetone (3 ml) and water (3 ml) was acidified to pH 4 with glacial acetic acid. Sodium cyanotrihydridoborate (0.045 g) was added and the mixture was stirred at ambient temperature for 16 hours. The mixture was then poured into 2M hydrochloric acid (10 ml) and extracted with ethyl acetate (2×25 ml). The aqueous layer was basified to pH 10 with 2M sodium hydroxide and re-extr... The product is C(C(C)C)OC(=O)N(S(=O)(=O)C=1C(=NC=CC1)C1=CC=C(C=C1)NC(C)C)C1=NC=C(N=C1OC)C (N-isobutoxycarbonyl-N-(3-methoxy-5-methylpyrazin-2-yl)-2-[4-(isopropylamino)phenyl]pyridine-3-sulphonamide). Reactants: NC1=CC=C(C=C1)C1=NC=CC=C1S(=O)(=O)N(C1=NC=C(N=C1OC)C)C(=O)OCC(C)C (2-(4-aminophenyl)-N-(isobutoxycarbonyl)-N-(3-methoxy-5-methylpyrazin-2-yl)pyridine-3-sulphonamide), Cl (hydrochloric acid), C(C)(=O)O (acetic acid), C(#N)[BH3-].[Na+] (Sodium cyanotrihydridoborate). RXN SMILES: [NH2:1][C:2]1[CH:7]=[CH:6][C:5]([C:8]2[C:13]([S:14]([N:17]([C:27]([O:29][CH2:30][CH:31]([CH3:33])[CH3:32])=[O:28])[C:18]3[C:23]([O:24][CH3:25])=[N:22][C:21]([CH3:26])=[CH:20][N:19]=3)(=[O:16])=[O:15])=[CH:12][CH:11]=[CH:10][N:9]=2)=[CH:4][CH:3]=1.[C:34](O)(=O)[CH3:35].[C:38]([BH3-])#N.[Na+].Cl>CC(C)=O.O>[CH2:30]([O:29][C:27]([N:17]([C:18]1[C:23]([O:24][CH3:25])=[N:22][C:21]([CH3:26])=[CH:20][N:19]=1)[S:14]([C:13]1[C:8]([C:5]2[CH:6]=[CH:7][C:2]([NH:1][CH:34]([CH3:35])[CH3:38])=[CH:3][CH:4]=2)=[N:9][CH:10]=[CH:11][CH:12]=1)(=[O:16])=[O:15])=[O:28])[CH:31]([CH3:33])[CH3:32] |f:2.3|. Conditions: time 16 hour. Run in CC(=O)C (acetone), O (water). Starting materials: C1CCOC1, CC(C)[N-]C(C)C, O=C(Cl)Oc1ccc([N+](=O)[O-])cc1, [Li+], NCc1ccc(OCCCCN2CCN(c3cccc(Cl)c3Cl)CC2)nc1N. The product is O=C1NCc2ccc(OCCCCN3CCN(c4cccc(Cl)c4Cl)CC3)nc2N1. RXN SMILES: [CH2:50]1[O:51][CH2:52][CH2:53][CH2:54]1.[CH3:43][CH:44]([N-:45][CH:46]([CH3:47])[CH3:48])[CH3:49].[Cl:29][C:30](=[O:31])[O:32][c:33]1[cH:34][cH:35][c:36]([N+:37]([O-:38])=[O:39])[cH:40][cH:41]1.[Li+:42].[NH2:1][CH2:2][c:3]1[c:4]([NH2:28])[n:5][c:6]([O:9][CH2:10][CH2:11][CH2:12][CH2:13][N:14]2[CH2:15][CH2:16][N:17]([c:20]3[c:21]([Cl:27])[c:22]([Cl:26])[cH:23][cH:24][cH:25]3)[CH2:18][CH2:19]2)[cH:7][cH:8]1>>[NH:1]1[CH2:2][c:3]2[c:4]([n:5][c:6]([O:9][CH2:10][CH2:11][CH2:12][CH2:13][N:14]3[CH2:15][CH2:16][N:17]([c:20]4[c:21]([Cl:27])[c:22]([Cl:26])[cH:23][cH:24][cH:25]4)[CH2:18][CH2:19]3)[cH:7][cH:8]2)[NH:28][C:30]1=[O:31]. The reactants are COc1cc([N+](=O)[O-])cc2c(Nc3cccc(Br)c3)c(C#N)cnc12, CO, CCOC(C)=O, [Cl-], [Fe], [NH4+], O. Yields the product COc1cc(N)cc2c(Nc3cccc(Br)c3)c(C#N)cnc12. Reaction SMILES: [Br:1][c:2]1[cH:3][c:4]([NH:8][c:9]2[c:10]([C:24]#[N:25])[cH:11][n:12][c:13]3[c:14]([O:22][CH3:23])[cH:15][c:16]([N+:19]([O-:20])=[O:21])[cH:17][c:18]23)[cH:5][cH:6][cH:7]1.[CH3:28][OH:29].[CH3:31][CH2:32][O:33][C:34](=[O:35])[CH3:36].[Cl-:26].[Fe:37].[NH4+:27].[OH2:30]>>[Br:1][c:2]1[cH:3][c:4]([NH:8][c:9]2[c:10]([C:24]#[N:25])[cH:11][n:12][c:13]3[c:14]([O:22][CH3:23])[cH:15][c:16]([NH2:19])[cH:17][c:18]23)[cH:5][cH:6][cH:7]1. Reactants: 5000g, B([O-])([O-])[O-] (borate), C1CC(=O)N(C1=O)OC(=O)CCCCCNC(=O)CCCCC2C3C(CS2)NC(=O)N3 (biotin X NHS). The solvent is (NH4)2SO4, [Na+].[Cl-] (NaCl). Run at time 2 minute. The product is OC(=O)CCCC[C@@H]1SC[C@@H]2NC(=O)N[C@H]12 (Biotin). RXN SMILES: C1C(=O)N(OC(CCCCCN[C:17]([CH2:19][CH2:20][CH2:21][CH2:22][CH:23]2[S:27][CH2:26][CH:25]3[NH:28][C:29]([NH:31][CH:24]23)=[O:30])=[O:18])=O)C(=O)C1.B([O-])([O-])[O-:33]>[Na+].[Cl-]>[OH:33][C:17]([CH2:19][CH2:20][CH2:21][CH2:22][C@H:23]1[C@@H:24]2[C@@H:25]([NH:28][C:29]([NH:31]2)=[O:30])[CH2:26][S:27]1)=[O:18] |f:2.3|. Reported procedure: A suspension of XO in 3.2M (NH4)2SO4 (20 mg/ml) (Boehringer Mannheim) was centrifuged at 5000g during 10 minutes and the pellet was dissolved in 1 ml pH 8.5 50 mM, NaCl, 20 mM borate buffer. A solution of biotin X NHS (Biotin ε-aminocaproic acid N hydroxysuccinimide ester, Calbiochem) (1.2 mg/12 12 μl anhydrous dimethylformamide) was added. The solution was agitated by vortexing for two minutes, left at ambient temperature for one hour, and then dialyzed against 0.13M NaCl, 0.07M Na phosphate bu... Starting materials: CNCC1=C2C=CC=NC2=CC=C1 (methyl-quinolin-5-ylmethyl-amine), amide, Cl.CN1CC(NC2=C(C1)C=C(C=N2)/C=C/C(=O)O)=O ((E)-3-(4-methyl-2-oxo-2,3,4,5-tetrahydro-1H-pyrido[2,3-e][1,4]diazepin-7-yl)acrylic acid hydrochloride), CNCC1=C(C2=CC=CC=C2C=C1)CCC (methyl-(1-propyl-naphthalen-2-ylmethyl)amine), Cl.O=C1CCC=2C=C(C=NC2N1)/C=C/C(=O)O ((E)-3-(7-oxo-5,6,7,8-tetrahydro-[1,8]naphthyridin-3-yl)acrylic acid hydrochloride). Yields the product Cl.CN(C(\C=C\C=1C=NC=2NC(CCC2C1)=O)=O)CC1=C2C=CC=NC2=CC=C1 ((E)-N-Methyl-3-(7-oxo-5,6,7,8-tetrahydro-[1,8]naphthyridin-3-yl)-N-quinolin-5-ylmethyl-acrylamide hydrochloride). Reaction SMILES: [CH3:1][NH:2][CH2:3][C:4]1[CH:13]=[CH:12][CH:11]=[C:10]2[C:5]=1[CH:6]=[CH:7][CH:8]=[N:9]2.CNCC1C=CC2C(=CC=CC=2)C=1CCC.[ClH:30].[O:31]=[C:32]1[NH:41][C:40]2[N:39]=[CH:38][C:37](/[CH:42]=[CH:43]/[C:44](O)=[O:45])=[CH:36][C:35]=2[CH2:34][CH2:33]1.Cl.CN1CC2C=C(/C=C/C(O)=O)C=NC=2NC(=O)C1>>[ClH:30].[CH3:1][N:2]([CH2:3][C:4]1[CH:13]=[CH:12][CH:11]=[C:10]2[C:5]=1[CH:6]=[CH:7][CH:8]=[N:9]2)[C:44](=[O:45])/[CH:43]=[CH:42]/[C:37]1[CH:38]=[N:39][C:40]2[NH:41][C:32](=[O:31])[CH2:33][CH2:34][C:35]=2[CH:36]=1 |f:2.3,4.5,6.7|. Procedure details: According to the procedure of Example 1, except substituting methyl-quinolin-5-ylmethyl-amine for the methyl-(1-propyl-naphthalen-2-ylmethyl)amine, and substituting (E)-3-(7-oxo-5,6,7,8-tetrahydro-[1,8]naphthyridin-3-yl)acrylic acid hydrochloride for the (E)-3-(4-methyl-2-oxo-2,3,4,5-tetrahydro-1H-pyrido[2,3-e][1,4]diazepin-7-yl)acrylic acid hydrochloride, the title compound (0.387 g, quantitative) was prepared as a tan solid and as a mixture of amide rotamers: 1H NMR (300 MHz, DMSO-d6) δ 10.69-... Reactants: CC(C)(C)NN, CC[Ga](CC)CC, Cl. Yields the product CC(C)(C)NN, CC[Ga](Cl)CC. RXN SMILES: [C:2]([CH3:3])([CH3:4])([CH3:5])[NH:6][NH2:7].[CH2:8]([CH3:9])[Ga:10]([CH2:11][CH3:12])[CH2:13][CH3:14].[ClH:1]>>[C:2]([CH3:3])([CH3:4])([CH3:5])[NH:6][NH2:7].[Cl:1][Ga:10]([CH2:8][CH3:9])[CH2:11][CH3:12]. Starting materials: CS(C)=O, CCOC(C)=O, CSc1nc(Cl)c(C#N)c(Cl)n1, Nc1c(F)cccc1F, [H-], [Na+]. The product is CSc1nc(Cl)c(C#N)c(Nc2c(F)cccc2F)n1. RXN SMILES: [CH3:24][S:25]([CH3:26])=[O:27].[CH3:28][CH2:29][O:30][C:31]([CH3:32])=[O:33].[Cl:12][c:13]1[n:14][c:15]([S:22][CH3:23])[n:16][c:17]([Cl:21])[c:18]1[C:19]#[N:20].[F:1][c:2]1[c:3]([NH2:4])[c:5]([F:9])[cH:6][cH:7][cH:8]1.[H-:11].[Na+:10]>>[F:1][c:2]1[c:3]([NH:4][c:17]2[n:16][c:15]([S:22][CH3:23])[n:14][c:13]([Cl:12])[c:18]2[C:19]#[N:20])[c:5]([F:9])[cH:6][cH:7][cH:8]1.